Dataset: the Open Reaction Database (ORD), a public repository of structured organic reaction records. Task: describe an organic reaction: reactants, conditions, products, and yield The reactants are O=C([O-])[O-], COc1cc2c(cc1OC)CNCC2, COc1ccc(C(C#N)(CCCCl)Sc2ccc(C)cc2)cc1OC, Cl, [I-], [K+], [K+], [K+], CN(C)C=O. Product: COc1ccc(C(C#N)(CCCN2CCc3cc(OC)c(OC)cc3C2)Sc2ccc(C)cc2)cc1OC. Reaction SMILES: [C:26](=[O:27])([O-:28])[O-:29].[CH3:35][O:36][c:37]1[cH:38][c:39]2[c:44]([cH:45][c:46]1[O:47][CH3:48])[CH2:43][NH:42][CH2:41][CH2:40]2.[Cl:1][CH2:2][CH2:3][CH2:4][C:5]([C:6]#[N:7])([c:8]1[cH:9][c:10]([O:16][CH3:17])[c:11]([O:14][CH3:15])[cH:12][cH:13]1)[S:18][c:19]1[cH:20][cH:21][c:22]([CH3:25])[cH:23][cH:24]1.[ClH:34].[I-:33].[K+:30].[K+:31].[K+:32].[O:49]=[CH:50][N:51]([CH3:52])[CH3:53]>>[CH2:2]([CH2:3][CH2:4][C:5]([C:6]#[N:7])([c:8]1[cH:9][c:10]([O:16][CH3:17])[c:11]([O:14][CH3:15])[cH:12][cH:13]1)[S:18][c:19]1[cH:20][cH:21][c:22]([CH3:25])[cH:23][cH:24]1)[N:42]1[CH2:41][CH2:40][c:39]2[cH:38][c:37]([O:36][CH3:35])[c:46]([O:47][CH3:48])[cH:45][c:44]2[CH2:43]1. Reactants: CSC(CC1C(C(C)=O)C(=O)N1[Si](C)(C)C(C)(C)C)(SC)SC, CCOCC, CC(=O)O, CCOC(C)=O, [I-], [K+]. Product: CSC(CC1C(C(C)O)C(=O)N1[Si](C)(C)C(C)(C)C)(SC)SC. RXN SMILES: [C:3]([CH3:4])([CH3:5])([CH3:6])[Si:7]([N:8]1[C:9](=[O:23])[CH:10]([C:20]([CH3:21])=[O:22])[CH:11]1[CH2:12][C:13]([S:14][CH3:15])([S:16][CH3:17])[S:18][CH3:19])([CH3:24])[CH3:25].[CH2:26]([O:27][CH2:28][CH3:29])[CH3:30].[CH3:31][C:32](=[O:33])[OH:34].[CH3:35][CH2:36][O:37][C:38](=[O:39])[CH3:40].[I-:2].[K+:1]>>[C:3]([CH3:4])([CH3:5])([CH3:6])[Si:7]([N:8]1[C:9](=[O:23])[CH:10]([CH:20]([CH3:21])[OH:22])[CH:11]1[CH2:12][C:13]([S:14][CH3:15])([S:16][CH3:17])[S:18][CH3:19])([CH3:24])[CH3:25].